This data is from the Open Reaction Database (ORD), a public repository of structured organic reaction records. The task is: describe an organic reaction: reactants, conditions, products, and yield The reactants are [BH4-], CCOC(C)=O, CO, [Cl-], Cl, C[Si](C)(C)CCOCn1ncc([N+](=O)[O-])c1C(=O)O, [NH4+], [Na+], C1CCOC1. The product is C[Si](C)(C)CCOCn1ncc([N+](=O)[O-])c1CO. RXN SMILES: [BH4-:20].[CH3:30][CH2:31][O:32][C:33](=[O:34])[CH3:35].[CH3:36][OH:37].[Cl-:22].[ClH:24].[N+:1](=[O:2])([O-:3])[c:4]1[c:5]([C:17](=[O:18])[OH:19])[n:6]([CH2:9][O:10][CH2:11][CH2:12][Si:13]([CH3:14])([CH3:15])[CH3:16])[n:7][cH:8]1.[NH4+:23].[Na+:21].[O:25]1[CH2:26][CH2:27][CH2:28][CH2:29]1>>[N+:1](=[O:2])([O-:3])[c:4]1[c:5]([CH2:17][OH:18])[n:6]([CH2:9][O:10][CH2:11][CH2:12][Si:13]([CH3:14])([CH3:15])[CH3:16])[n:7][cH:8]1. Reactants: NC=1C=CC2=C(CCOC(N2C)=O)C1 (2-amino-5-methyl-8,9-dihydro-5H-7-oxa-5-aza-benzocyclohepten-6-one), FC=1C(=C(C(=O)NC)C=CC1)NC1=NC(=NC=C1Cl)Cl (3-fluoro-2-(2,5-dichloro-pyrimidin-4-ylamino)-N-methyl-benzamide). The reagents and catalysts are Cl.O1CCOCC1 (HCl dioxane). The solvent is CC(C)O (IPA). Reaction conditions: temperature 120 celsius. The product is FC=1C(=C(C(=O)NC)C=CC1)NC1=NC(=NC=C1Cl)NC=1C=CC2=C(CCOC(N2C)=O)C1 (3-fluoro-2-[5-chloro-2-(5-methyl-6-oxo-5,6,8,9-tetrahydro-7-oxa-5-aza-benzocyclohepten-2-ylamino)-pyrimidin-4-ylamino]-N-methyl-benzamide). Reaction SMILES: [NH2:1][C:2]1[CH:3]=[CH:4][C:5]2[N:11]([CH3:12])[C:10](=[O:13])[O:9][CH2:8][CH2:7][C:6]=2[CH:14]=1.[F:15][C:16]1[C:17]([NH:26][C:27]2[C:32]([Cl:33])=[CH:31][N:30]=[C:29](Cl)[N:28]=2)=[C:18]([CH:23]=[CH:24][CH:25]=1)[C:19]([NH:21][CH3:22])=[O:20]>CC(O)C.Cl.O1CCOCC1>[F:15][C:16]1[C:17]([NH:26][C:27]2[C:32]([Cl:33])=[CH:31][N:30]=[C:29]([NH:1][C:2]3[CH:3]=[CH:4][C:5]4[N:11]([CH3:12])[C:10](=[O:13])[O:9][CH2:8][CH2:7][C:6]=4[CH:14]=3)[N:28]=2)=[C:18]([CH:23]=[CH:24][CH:25]=1)[C:19]([NH:21][CH3:22])=[O:20] |f:3.4|. Procedure: A mixture of 2-amino-5-methyl-8,9-dihydro-5H-7-oxa-5-aza-benzocyclohepten-6-one and 3-fluoro-2-(2,5-dichloro-pyrimidin-4-ylamino)-N-methyl-benzamide in IPA (3 mL) was treated with 4 drops of 4N HCl/dioxane and microwave-heated at 120° C. for 90 minutes. The mixture was concentrated and purified by semipreparative HPLC to afford 3-fluoro-2-[5-chloro-2-(5-methyl-6-oxo-5,6,8,9-tetrahydro-7-oxa-5-aza-benzocyclohepten-2-ylamino)-pyrimidin-4-ylamino]-N-methyl-benzamide: 1H NMR (300 MHz, CDCl3) δ 8.87 ...